From a dataset of the Open Reaction Database (ORD), a public repository of structured organic reaction records. describe an organic reaction: reactants, conditions, products, and yield Starting materials: [BH3-]C#N.[Na+] (NaBH3CN), NC1=CC=CC=C1 (aniline), C1(=CC=CC=C1)C (toluene), BrC=1C=CC=C2CCC(C12)=O (7-bromoindan-1-one). Reagents/catalysts: Cl[Ti](Cl)(Cl)Cl (TiCl4). The solvent is C(C)(=O)O (acetic acid), O (water). Conditions: temperature 90 celsius, time 30 minute. The product is BrC=1C=CC=C2CCC(C12)NC1=CC=CC=C1 (7-bromo-N-phenyl-2,3-dihydro-1H-inden-1-amine). RXN SMILES: [NH2:1][C:2]1[CH:7]=[CH:6][CH:5]=[CH:4][CH:3]=1.C1(C)C=CC=CC=1.[Br:15][C:16]1[CH:17]=[CH:18][CH:19]=[C:20]2[C:24]=1[C:23](=O)[CH2:22][CH2:21]2.[BH3-]C#N.[Na+]>Cl[Ti](Cl)(Cl)Cl.C(O)(=O)C.O>[Br:15][C:16]1[CH:17]=[CH:18][CH:19]=[C:20]2[C:24]=1[CH:23]([NH:1][C:2]1[CH:7]=[CH:6][CH:5]=[CH:4][CH:3]=1)[CH2:22][CH2:21]2 |f:3.4|. Procedure: To a stirred solution of 10.4 g (112 mmol) of aniline in 60 ml of toluene 5.31 g (28.0 mmol) of TiCl4 was added for 30 min at room temperature in argon atmosphere. The resulting mixture was stirred at 90° C. for 30 min followed by an addition of 6.00 g (28.0 mmol) of 7-bromoindan-1-one. The resulting mixture was stirred for 10 min at 90° C., poured into 500 ml of water, and crude product was extracted with 3×100 ml of ethyl acetate. The organic layer was separated, dried over Na2SO4, and then ev... The reactants are CC(C)(C)OC(=O)NC(CCCNC(=O)OCc1ccccc1)C(=O)O, C, CCO, [Pd]. Yields the product CC(C)(C)OC(=O)NC(CCCN)C(=O)O. As a reaction SMILES: [C:1]([CH3:2])([CH3:3])([CH3:4])[O:5][C:6](=[O:7])[NH:8][CH:9]([CH2:10][CH2:11][CH2:12][NH:13][C:14]([O:15][CH2:16][c:17]1[cH:18][cH:19][cH:20][cH:21][cH:22]1)=[O:23])[C:24](=[O:25])[OH:26].[C:27].[CH3:29][CH2:30][OH:31].[Pd:28]>>[C:1]([CH3:2])([CH3:3])([CH3:4])[O:5][C:6](=[O:7])[NH:8][CH:9]([CH2:10][CH2:11][CH2:12][NH2:13])[C:24](=[O:25])[OH:26]. Reactants: [N+](=O)([O-])C1=CC=C2COC(C2=C1)=O (6-nitro-1(3H)-isobenzofuranone), BrN1C(CCC1=O)=O (N-bromosuccinimide). Run in C(Cl)(Cl)(Cl)Cl (carbon tetrachloride). Yields the product OC1OC(C2=CC(=CC=C12)[N+](=O)[O-])=O (3-Hydroxy-6-nitro-1(3H)-isobenzofuranone). As a reaction SMILES: [N+:1]([C:4]1[CH:12]=[C:11]2[C:7]([CH2:8][O:9][C:10]2=[O:13])=[CH:6][CH:5]=1)([O-:3])=[O:2].BrN1C(=[O:20])CCC1=O>C(Cl)(Cl)(Cl)Cl>[OH:20][CH:8]1[C:7]2[C:11](=[CH:12][C:4]([N+:1]([O-:3])=[O:2])=[CH:5][CH:6]=2)[C:10](=[O:13])[O:9]1. Procedure: A mixture of 6-nitro-1(3H)-isobenzofuranone (8.99 g, 50.0 mmol) and N-bromosuccinimide (8.9 g, 50.0 mmol) in carbon tetrachloride (135 mL) was stirred and heated under reflux for one hour during which time the reaction mixture was exposed to the light from a 275 Watt, 125 Volt Hanovia sunlamp that was situated 8 inches from the flask. After cooling, the succinimide was removed by filtration, and the filtrate was evaporated in vacuo. The oily residue was mixed with water (200 mL), and the mixture... Starting materials: [Br-], C[Mg+], Cc1c(C)c2c(c(C)c1NC(=O)CC(C)(C)C)C(c1ccc(C=O)cc1)CO2. Product: Cc1c(C)c2c(c(C)c1NC(=O)CC(C)(C)C)C(c1ccc(C(C)O)cc1)CO2. RXN SMILES: [Br-:29].[CH3:30][Mg+:31].[CH:1](=[O:2])[c:3]1[cH:4][cH:5][c:6]([CH:9]2[CH2:10][O:11][c:12]3[c:13]2[c:14]([CH3:28])[c:15]([NH:20][C:21]([CH2:22][C:23]([CH3:24])([CH3:25])[CH3:26])=[O:27])[c:16]([CH3:19])[c:17]3[CH3:18])[cH:7][cH:8]1>>[CH:1]([OH:2])([c:3]1[cH:4][cH:5][c:6]([CH:9]2[CH2:10][O:11][c:12]3[c:13]2[c:14]([CH3:28])[c:15]([NH:20][C:21]([CH2:22][C:23]([CH3:24])([CH3:25])[CH3:26])=[O:27])[c:16]([CH3:19])[c:17]3[CH3:18])[cH:7][cH:8]1)[CH3:30]. Starting materials: CC(C)(C)OC(=O)NCc1ccc(CO)cc1, C1COCCO1, Cl. The product is Cl, NCc1ccc(CO)cc1. Reaction SMILES: [C:2]([O:3][C:4](=[O:5])[NH:8][CH2:9][c:10]1[cH:11][cH:12][c:13]([CH2:16][OH:17])[cH:14][cH:15]1)([CH3:6])([CH3:7])[CH3:18].[CH2:19]1[O:20][CH2:21][CH2:22][O:23][CH2:24]1.[ClH:1]>>[ClH:1].[NH2:8][CH2:9][c:10]1[cH:11][cH:12][c:13]([CH2:16][OH:17])[cH:14][cH:15]1. The reactants are C(C1=CC=CC=C1)Br (Benzyl bromide), FC1=C(C(=O)O)C=CC(=C1)Br (2-fluoro-4-bromobenzoic acid), C(=O)([O-])[O-].[Cs+].[Cs+] (Cs2CO3). Run in C(Cl)Cl (CH2Cl2). Yields the product C(C1=CC=CC=C1)OC(C1=C(C=C(C=C1)Br)F)=O (4-Bromo-2-fluoro-benzoic acid benzyl ester). Isolated yield 102.4%. Reaction SMILES: [CH2:1](Br)[C:2]1[CH:7]=[CH:6][CH:5]=[CH:4][CH:3]=1.[F:9][C:10]1[CH:18]=[C:17]([Br:19])[CH:16]=[CH:15][C:11]=1[C:12]([OH:14])=[O:13].C([O-])([O-])=O.[Cs+].[Cs+]>C(Cl)Cl>[CH2:1]([O:14][C:12](=[O:13])[C:11]1[CH:15]=[CH:16][C:17]([Br:19])=[CH:18][C:10]=1[F:9])[C:2]1[CH:7]=[CH:6][CH:5]=[CH:4][CH:3]=1 |f:2.3.4|. Procedure: Benzyl bromide (2.80 mL, 23.6 mmol) was added to a solution of 2-fluoro-4-bromobenzoic acid (4.34 g, 19.8 mmol) and Cs2CO3 (9.79 g, 30.0 mmol) in CH2Cl2 (50 mL). The mixture was heated to reflux for 4 hr. The reaction was quenched with H2O (150 mL) and extracted with CH2Cl2 (150 mL). The organic layer was dried over MgSO4 and concentrated. The residue was purified by flash column chromatograph eluting with 10% EtOAc in hexanes to give a colorless oil (6.27 g, 100% yield). 1H NMR (400 MHz, CDCl3)... Starting materials: C(C1=CC=CC=C1)OC=1C=C(C=CC1)C1(C(CC(CC1)CCC1=CC=CC=C1)CN(C)C)O (1-(3-benzyloxyphenyl)-2-dimethylaminomethyl-4-phenethyl-cyclohexanol), Cl (hydrochloride), C[Si](Cl)(C)C.O (trimethylchlorosilane water). The product is Cl.CN(C)CC1C(CCC(C1)CCC1=CC=CC=C1)(O)C=1C=C(C=CC1)O ((1RS,2RS,4SR)-3-(2-dimethylaminomethyl-1-hydroxy-4-phenethyl-cyclohexyl)-phenol hydrochloride). Yield: 63.0%. Reaction SMILES: C([O:8][C:9]1[CH:10]=[C:11]([C:15]2([OH:33])[CH2:20][CH2:19][CH:18]([CH2:21][CH2:22][C:23]3[CH:28]=[CH:27][CH:26]=[CH:25][CH:24]=3)[CH2:17][CH:16]2[CH2:29][N:30]([CH3:32])[CH3:31])[CH:12]=[CH:13][CH:14]=1)C1C=CC=CC=1.Cl.C[Si](C)(C)[Cl:37].O>>[ClH:37].[CH3:31][N:30]([CH2:29][CH:16]1[CH2:17][CH:18]([CH2:21][CH2:22][C:23]2[CH:28]=[CH:27][CH:26]=[CH:25][CH:24]=2)[CH2:19][CH2:20][C:15]1([C:11]1[CH:10]=[C:9]([OH:8])[CH:14]=[CH:13][CH:12]=1)[OH:33])[CH3:32] |f:2.3,4.5|. Procedure: Compound (50) was hydrogenated corresponding to the conditions described in Example 23, step 2. The base obtained was converted into the hydrochloride with trimethylchlorosilane/water. Compound (49) was obtained in a yield of 63% theoretical. Starting materials: BrC=1C=C(C=NC1)CNS(=O)(=O)C (N-(5-bromo-pyridin-3-ylmethyl)-methanesulfonamide), C(=O)(OC(C)(C)C)N1C(=CC2=CC=C(C=C12)Cl)B(O)O (N-Boc-6-chloro-indole-2-boronic acid), COC=1C=CC=C(C1C=2C=CC=CC2P(C3CCCCC3)C4CCCCC4)OC (s-Phos), P(=O)([O-])([O-])[O-].[K+].[K+].[K+] (potassium phosphate). Reagents/catalysts: C=1C=CC(=CC1)/C=C/C(=O)/C=C/C2=CC=CC=C2.C=1C=CC(=CC1)/C=C/C(=O)/C=C/C2=CC=CC=C2.C=1C=CC(=CC1)/C=C/C(=O)/C=C/C2=CC=CC=C2.[Pd].[Pd] (Pd2dba3). The solvent is C(Cl)Cl (DCM), C1(=CC=CC=C1)C (toluene). Reaction conditions: temperature 85 celsius, time 1 hour. The product is C(C)(C)(C)OC(=O)N1C(=CC2=CC=C(C=C12)Cl)C=1C=NC=C(C1)CNS(=O)(=O)C (6-chloro-2-[5-(methanesulfonylamino-methyl)-pyridin-3-yl]-indole-1-carboxylic acid tert-butyl ester). As a reaction SMILES: Br[C:2]1[CH:3]=[C:4]([CH2:8][NH:9][S:10]([CH3:13])(=[O:12])=[O:11])[CH:5]=[N:6][CH:7]=1.[C:14]([N:21]1[C:29]2[C:24](=[CH:25][CH:26]=[C:27]([Cl:30])[CH:28]=2)[CH:23]=[C:22]1B(O)O)([O:16][C:17]([CH3:20])([CH3:19])[CH3:18])=[O:15].COC1C=CC=C(OC)C=1C1C=CC=CC=1P(C1CCCCC1)C1CCCCC1.P([O-])([O-])([O-])=O.[K+].[K+].[K+]>C(Cl)Cl.C1C=CC(/C=C/C(/C=C/C2C=CC=CC=2)=O)=CC=1.C1C=CC(/C=C/C(/C=C/C2C=CC=CC=2)=O)=CC=1.C1C=CC(/C=C/C(/C=C/C2C=CC=CC=2)=O)=CC=1.[Pd].[Pd].C1(C)C=CC=CC=1>[C:17]([O:16][C:14]([N:21]1[C:29]2[C:24](=[CH:25][CH:26]=[C:27]([Cl:30])[CH:28]=2)[CH:23]=[C:22]1[C:2]1[CH:7]=[N:6][CH:5]=[C:4]([CH2:8][NH:9][S:10]([CH3:13])(=[O:12])=[O:11])[CH:3]=1)=[O:15])([CH3:20])([CH3:18])[CH3:19] |f:3.4.5.6,8.9.10.11.12|. Procedure details: A flask is charged with N-(5-bromo-pyridin-3-ylmethyl)-methanesulfonamide (Example 163a, 530 mg, 2 mmol), N-Boc-6-chloro-indole-2-boronic acid (525 mg, 3.0 mmol), s-Phos (41 mg, 0.10 mmol), finely crushed potassium phosphate (849 mg, 4.0 mmol) and toluene (20 mL), and the mixture is degassed for 15 min. Pd2dba3 (37 mg, 0.04 mmol) is added and the mixture is stirred at 85° C. for 1 h. The mixture is cooled to room temperature, diluted with DCM and silica gel (10 g) is added. The mixture is concen...